This data is from the Open Reaction Database (ORD), a public repository of structured organic reaction records. The task is: describe an organic reaction: reactants, conditions, products, and yield Isolated yield 93.0%. Conditions: time 2 hour. Reactants: FC1=C(C=CC=C1)N=C=O (1-Fluoro-2-isocyanato-benzene), C(C)(C)C=1C2=C(N=C(N1)N)NC=C2C(=O)C2=CC(=NC(=C2)OC)N ((4-isopropyl-Amino-7H-pyrrolo[2,3-d]pyrimidin-5-yl)-(2-amino-6-methoxy-pyridin-4-yl)-methanone), N1=CC=CC=C1 (pyridine). Reaction SMILES: [F:1][C:2]1[CH:7]=[CH:6][CH:5]=[CH:4][C:3]=1[N:8]=[C:9]=[O:10].C([C:14]1[C:15]2[C:23]([C:24]([C:26]3[CH:31]=[C:30]([O:32][CH3:33])[N:29]=[C:28]([NH2:34])[CH:27]=3)=[O:25])=[CH:22][NH:21][C:16]=2[N:17]=[C:18]([NH2:20])[N:19]=1)(C)C.N1C=C[CH:38]=[CH:37][CH:36]=1>>[NH2:19][C:14]1[C:15]2[C:23]([C:24]([C:26]3[CH:31]=[C:30]([O:32][CH3:33])[N:29]=[C:28]([NH:34][C:9]([NH:8][C:3]4[CH:4]=[CH:5][CH:6]=[CH:7][C:2]=4[F:1])=[O:10])[CH:27]=3)=[O:25])=[CH:22][N:21]([CH:37]([CH3:38])[CH3:36])[C:16]=2[N:17]=[CH:18][N:20]=1. Product: NC=1C2=C(N=CN1)N(C=C2C(=O)C2=CC(=NC(=C2)OC)NC(=O)NC2=C(C=CC=C2)F)C(C)C (1-[4-(4-Amino-7-isopropyl-7H-pyrrolo[2,3-d]pyrimidine-5-carbonyl)-6-methoxy-pyridin-2-yl]-3-(2-fluoro-phenyl)-urea). Procedure: 1-Fluoro-2-isocyanato-benzene (0.04 mL, 0.37 mmol) was added to a solution of (4-isopropyl-Amino-7H-pyrrolo[2,3-d]pyrimidin-5-yl)-(2-amino-6-methoxy-pyridin-4-yl)-methanone (0.10 g, 0.31 mmol) in pyridine (2 mL) and stirred in a sealed tube for 2 h at room temperature. The reaction mixture was quenched with water (100 mL) and extracted with hot EtOAc/MeOH (95:5, 3×100 mL). The combined organic extracts were dried (Na2SO4), filtered, and concentrated in vacuo. Purification by flash column chromat... Reactants: O([Si](C)(C)C(C)(C)C)C1=CC=C(C=C1)C1C(C(C2=CC=CC=C12)=O)C(=O)OCC (ethyl(2RS,3SR)-3-(4-t-butyldimethylsiloxyphenyl)-1-oxoindane-2-carboxylate), ClC=1C(C(=C(C(C1Cl)=O)C#N)C#N)=O (2,3-dichloro-5,6-dicyano-1,4-benzoquinone), OS(=O)[O-].[Na+] (NaHSO3), CCOC(=O)C (EtOAc). The solvent is C(Cl)Cl (CH2Cl2). Reaction conditions: time 2.5 hour. Yields the product O([Si](C)(C)C(C)(C)C)C1=CC=C(C=C1)C1=C(C(C2=CC=CC=C12)=O)C(=O)OCC (Ethyl 3-(4-t-Butyldimethylsiloxyphenyl)-1-oxoindene-2-carboxylate). Isolated yield 84.1%. As a reaction SMILES: [O:1]([C:9]1[CH:14]=[CH:13][C:12]([CH:15]2[C:23]3[C:18](=[CH:19][CH:20]=[CH:21][CH:22]=3)[C:17](=[O:24])[CH:16]2[C:25]([O:27][CH2:28][CH3:29])=[O:26])=[CH:11][CH:10]=1)[Si:2]([C:5]([CH3:8])([CH3:7])[CH3:6])([CH3:4])[CH3:3].ClC1C(=O)C(C#N)=C(C#N)C(=O)C=1Cl.OS([O-])=O.[Na+].CCOC(C)=O>C(Cl)Cl>[O:1]([C:9]1[CH:10]=[CH:11][C:12]([C:15]2[C:23]3[C:18](=[CH:19][CH:20]=[CH:21][CH:22]=3)[C:17](=[O:24])[C:16]=2[C:25]([O:27][CH2:28][CH3:29])=[O:26])=[CH:13][CH:14]=1)[Si:2]([C:5]([CH3:8])([CH3:7])[CH3:6])([CH3:4])[CH3:3] |f:2.3|. Reported procedure: To a solution of ethyl(2RS,3SR)-3-(4-t-butyldimethylsiloxyphenyl)-1-oxoindane-2-carboxylate (130 mg, 0.32 mmol) in CH2Cl2 (3 ml) under an argon atmosphere was added 2,3-dichloro-5,6-dicyano-1,4-benzoquinone (80 mg, 0.35 mmol). The resulting mixture was stirred for 2.5 h. Aqueous NaHSO3 and EtOAc were added, and the mixture was stirred for 5 min. The aqueous phase was separated and extracted with EtOAc, and the combined organic extracts were washed successively with aqueous NaHCO3, H2O and satura...